This data is from the Open Reaction Database (ORD), a public repository of structured organic reaction records. The task is: describe an organic reaction: reactants, conditions, products, and yield Starting materials: C(C1=CC=CC=C1)OC1=CC(=C(C(=O)OC)C=C1)C(=C)C (methyl 4-(benzyloxy)-2-(prop-1-en-2-yl)benzoate). The reagents and catalysts are [Pd] (Pd/C). The solvent is CO (methanol). Conditions: time 24 hour. Product: OC1=CC(=C(C(=O)OC)C=C1)C(C)C (methyl 4-hydroxy-2-isopropylbenzoate). RXN SMILES: C([O:8][C:9]1[CH:18]=[CH:17][C:12]([C:13]([O:15][CH3:16])=[O:14])=[C:11]([C:19]([CH3:21])=[CH2:20])[CH:10]=1)C1C=CC=CC=1>CO.[Pd]>[OH:8][C:9]1[CH:18]=[CH:17][C:12]([C:13]([O:15][CH3:16])=[O:14])=[C:11]([CH:19]([CH3:21])[CH3:20])[CH:10]=1. Procedure: To a solution of methyl 4-(benzyloxy)-2-(prop-1-en-2-yl)benzoate (i-1d) (4.6 g, 16.3 mmol) in methanol (100 ml) was added Pd/C (0.46 g). The mixture was stirred at rt under H2 atmosphere for 24 h. Then the mixture was filtered, and the filtrate was concentrated to afford the title compound. LCMS (ESI) calc'd for C11H14O3 [M+H]+: 195.1. found: 195.1.